Dataset: the Open Reaction Database (ORD), a public repository of structured organic reaction records. Task: describe an organic reaction: reactants, conditions, products, and yield The reactants are ClC=1C=C(C(=CC1)N)N (4-chloro-benzene-1,2-diamine), [N+](=O)([O-])C=1C(=NNC1)C(=O)O (4-nitro-pyrazole-3-carboxylic acid), [OH-].[NH4+] (ammonium hydroxide). Solvent: Cl (hydrochloric acid). Product: ClC1=CC2=C(NC(=N2)C2=NNC=C2[N+](=O)[O-])C=C1 (5-chloro-2-(4-nitro-1H-pyrazol-3-yl)-1H-benzoimidazole). Reaction SMILES: [Cl:1][C:2]1[CH:3]=[C:4]([NH2:9])[C:5]([NH2:8])=[CH:6][CH:7]=1.[N+:10]([C:13]1[C:14]([C:18](O)=O)=[N:15][NH:16][CH:17]=1)([O-:12])=[O:11].[OH-].[NH4+]>Cl>[Cl:1][C:2]1[CH:7]=[CH:6][C:5]2[NH:8][C:18]([C:14]3[C:13]([N+:10]([O-:12])=[O:11])=[CH:17][NH:16][N:15]=3)=[N:9][C:4]=2[CH:3]=1 |f:2.3|. Procedure details: A solution of 4-chloro-benzene-1,2-diamine (500 mg) in hydrochloric acid (4N) was treated with 4-nitro-pyrazole-3-carboxylic acid (826 mg) then heated at reflux temperature, under nitrogen. The reaction mixture was cooled to room temperature when the pH was adjusted to 8 by addition of ammonium hydroxide and the mixture was extracted with ethyl acetate. The extracts were evaporated to give 5-chloro-2-(4-nitro-1H-pyrazol-3-yl)-1H-benzoimidazole. (b) 5,6-dichloro-2-(4-nitro-1H-pyrazol -3-yl)-1H-be... Solvent: C(C(C)C)O (i-BuOH). RXN SMILES: Cl[C:2]1[N:7]=[CH:6][C:5]([CH:8]([N:13]2[CH2:17][CH2:16][C@H:15]([NH:18][C:19](=[O:25])[O:20][C:21]([CH3:24])([CH3:23])[CH3:22])[CH2:14]2)[C:9]([F:12])([F:11])[F:10])=[CH:4][CH:3]=1.[NH2:26][NH2:27].O.C(OCC)(=O)C>C(O)C(C)C>[F:10][C:9]([F:12])([F:11])[CH:8]([N:13]1[CH2:17][CH2:16][C@H:15]([NH:18][C:19](=[O:25])[O:20][C:21]([CH3:24])([CH3:23])[CH3:22])[CH2:14]1)[C:5]1[CH:6]=[N:7][C:2]([NH:26][NH2:27])=[CH:3][CH:4]=1. Procedure details: A solution of tert-butyl (3S)-1-(1-(6-chloropyridin-3-yl)-2,2,2-trifluoroethyl)pyrrolidin-3-ylcarbamate (5.74 g, 15.11 mmol) and anhydrous hydrazine (4.74 mL, 151.1 mmol) in i-BuOH (20 mL) in a sealed tube was stirred at 130° C. for 18 hours. After cooling to ambient temperature, water (10 mL) and ethyl acetate (30 mL) were added. The organic layer was separated, washed with saturated sodium bicarbonate and brine, dried (sodium sulfate), filtered and concentrated under reduced pressure to give t... Isolated yield 94.1%. The reactants are ClC1=CC=C(C=N1)C(C(F)(F)F)N1C[C@H](CC1)NC(OC(C)(C)C)=O (tert-butyl (3S)-1-(1-(6-chloropyridin-3-yl)-2,2,2-trifluoroethyl)pyrrolidin-3-ylcarbamate), NN (hydrazine), O (water), C(C)(=O)OCC (ethyl acetate). Yields the product FC(C(C=1C=NC(=CC1)NN)N1C[C@H](CC1)NC(OC(C)(C)C)=O)(F)F (tert-butyl (3S)-1-(2,2,2-trifluoro-1-(6-hydrazinylpyridin-3-yl)ethyl)pyrrolidin-3-ylcarbamate). Starting materials: ClC1=CC=C2C=CC(=NC2=C1)C=1OC2=C(C1)C=C(C=C2)O (7-chloro-2-(5-hydroxybenzofuran-2-yl)quinoline), [H-].[Na+] (sodium hydride), ClCC=1C(=CC=CC1)CCl (α,α'-dichloro-o-xylene). The solvent is O1CCCC1 (tetrahydrofuran). Reaction conditions: time 15 minute. Yields the product ClC1=CC=C2C=CC(=NC2=C1)C=1OC2=C(C1)C=C(C=C2)OCC2=C(C=CC=C2)CCl (7-chloro-2-[5-(2-chloromethylbenzyloxy)benzofuran-2-yl]quinoline). The yield is 53.7%. Reaction SMILES: [Cl:1][C:2]1[CH:11]=[C:10]2[C:5]([CH:6]=[CH:7][C:8]([C:12]3[O:13][C:14]4[CH:20]=[CH:19][C:18]([OH:21])=[CH:17][C:15]=4[CH:16]=3)=[N:9]2)=[CH:4][CH:3]=1.[H-].[Na+].[Cl:24][CH2:25][C:26]1[C:27]([CH2:32]Cl)=[CH:28][CH:29]=[CH:30][CH:31]=1>O1CCCC1>[Cl:1][C:2]1[CH:11]=[C:10]2[C:5]([CH:6]=[CH:7][C:8]([C:12]3[O:13][C:14]4[CH:20]=[CH:19][C:18]([O:21][CH2:32][C:27]5[CH:28]=[CH:29][CH:30]=[CH:31][C:26]=5[CH2:25][Cl:24])=[CH:17][C:15]=4[CH:16]=3)=[N:9]2)=[CH:4][CH:3]=1 |f:1.2|. Reported procedure: To a cooled suspension of 7-chloro-2-(5-hydroxybenzofuran-2-yl)quinoline (0.71 g) in tetrahydrofuran (12 ml), sodium hydride (60% in mineral oil, 0.125 g) was added below 10° c. After being stirred for 15 minutes, α,α'-dichloro-o-xylene (1.68 g) was added to the mixture. After subsequently being stirred at ambient temperature for 1.5 hours, the mixture was refluxed for 25 hours. After the solvent was removed under reduced pressure, the residue was subjected to column chromatography on silica gel... Starting materials: COC(=O)c1ccc(CBr)cc1, O=C([O-])[O-], CN(C)C=O, CCOC(C)=O, [K+], [K+], CCCc1c(Cc2ccc(-c3ccccc3C#N)cc2)c(=O)[nH]c2ncnn12. Product: CCCc1c(Cc2ccc(-c3ccccc3C#N)cc2)c(=O)n(Cc2ccc(C(=O)OC)cc2)c2ncnn12. As a reaction SMILES: [Br:29][CH2:30][c:31]1[cH:32][cH:33][c:34]([C:35](=[O:36])[O:37][CH3:38])[cH:39][cH:40]1.[C:41](=[O:42])([O-:43])[O-:44].[CH3:47][N:48]([CH3:49])[CH:50]=[O:51].[CH3:52][CH2:53][O:54][C:55](=[O:56])[CH3:57].[K+:45].[K+:46].[O:1]=[c:2]1[nH:3][c:4]2[n:5]([c:6]([CH2:23][CH2:24][CH3:25])[c:7]1[CH2:8][c:9]1[cH:10][cH:11][c:12](-[c:15]3[c:16]([C:21]#[N:22])[cH:17][cH:18][cH:19][cH:20]3)[cH:13][cH:14]1)[n:26][cH:27][n:28]2>>[O:1]=[c:2]1[n:3]([CH2:30][c:31]2[cH:32][cH:33][c:34]([C:35](=[O:36])[O:37][CH3:38])[cH:39][cH:40]2)[c:4]2[n:5]([c:6]([CH2:23][CH2:24][CH3:25])[c:7]1[CH2:8][c:9]1[cH:10][cH:11][c:12](-[c:15]3[c:16]([C:21]#[N:22])[cH:17][cH:18][cH:19][cH:20]3)[cH:13][cH:14]1)[n:26][cH:27][n:28]2. The reactants are CC1(OB(OC1(C)C)C1=C(C=CC=C1)O)C (2-(4,4,5,5-tetramethyl-1,3,2-dioxaborolan-2-yl)phenol), BrC1=NC=CC=C1 (2-bromopyridine), C(=O)([O-])[O-].[K+].[K+] (K2CO3), C(OC)COC (dimethoxyethane). Reagents/catalysts: C=1C=CC(=CC1)[P](C=2C=CC=CC2)(C=3C=CC=CC3)[Pd]([P](C=4C=CC=CC4)(C=5C=CC=CC5)C=6C=CC=CC6)([P](C=7C=CC=CC7)(C=8C=CC=CC8)C=9C=CC=CC9)[P](C=1C=CC=CC1)(C=1C=CC=CC1)C=1C=CC=CC1 (Pd(PPh3)4). Solvent: O (water). Product: OC1=C(C=CC=C1)C1=NC=CC=C1 (2-(2-hydroxyphenyl)pyridine). Isolated yield 80.1%. As a reaction SMILES: CC1(C)C(C)(C)OB([C:9]2[CH:14]=[CH:13][CH:12]=[CH:11][C:10]=2[OH:15])O1.Br[C:18]1[CH:23]=[CH:22][CH:21]=[CH:20][N:19]=1.C([O-])([O-])=O.[K+].[K+].C(COC)OC>C1C=CC([P]([Pd]([P](C2C=CC=CC=2)(C2C=CC=CC=2)C2C=CC=CC=2)([P](C2C=CC=CC=2)(C2C=CC=CC=2)C2C=CC=CC=2)[P](C2C=CC=CC=2)(C2C=CC=CC=2)C2C=CC=CC=2)(C2C=CC=CC=2)C2C=CC=CC=2)=CC=1.O>[OH:15][C:10]1[CH:11]=[CH:12][CH:13]=[CH:14][C:9]=1[C:18]1[CH:23]=[CH:22][CH:21]=[CH:20][N:19]=1 |f:2.3.4,^1:39,41,60,79|. Procedure details: 9.5 g (˜43 mmol) of 2-(4,4,5,5-tetramethyl-1,3,2-dioxaborolan-2-yl)phenol, 6.8 g (˜43 mmol) of 2-bromopyridine, 1.5 g (1.3 mmol) of Pd(PPh3)4, and 16 g (116 mmol) of K2CO3 were added to a 250 mL round bottle flask, along with a solvent mixture of 120 mL of dimethoxyethane and 150 mL of water. The mixture was heated to reflux for 24 hours under nitrogen. The reaction mixture was extracted with ethyl acetate and the organic phase was separated on silica gel column with 15% ethyl acetate as elute s... Reactants: C(=O)C1=CC(=NC(=C1)C)NC(OC(C)(C)C)=O (tert-butyl 4-formyl-6-methylpyridin-2-ylcarbamate), CC(=O)O (HOAc), [BH-](OC(=O)C)(OC(=O)C)OC(=O)C.[Na+] (NaBH(OAc)3), C(C)(=O)N1CCNCC1 (N-Acetylpiperazine). Solvent: ClCCCl (1,2-dichloroethane). Yields the product C(C)(=O)N1CCN(CC1)CC1=CC(=NC(=C1)C)NC(OC(C)(C)C)=O (tert-Butyl 4-[(4-acetylpiperazin-1-yl)methyl]-6-methylpyridin-2-ylcarbamate). RXN SMILES: [CH:1]([C:3]1[CH:8]=[C:7]([CH3:9])[N:6]=[C:5]([NH:10][C:11](=[O:17])[O:12][C:13]([CH3:16])([CH3:15])[CH3:14])[CH:4]=1)=O.[C:18]([N:21]1[CH2:26][CH2:25][NH:24][CH2:23][CH2:22]1)(=[O:20])[CH3:19].CC(O)=O.[BH-](OC(C)=O)(OC(C)=O)OC(C)=O.[Na+]>ClCCCl>[C:18]([N:21]1[CH2:26][CH2:25][N:24]([CH2:1][C:3]2[CH:8]=[C:7]([CH3:9])[N:6]=[C:5]([NH:10][C:11](=[O:17])[O:12][C:13]([CH3:16])([CH3:15])[CH3:14])[CH:4]=2)[CH2:23][CH2:22]1)(=[O:20])[CH3:19] |f:3.4|. Reported procedure: 2-Chloro-6-methyl-pyridine-4-carbaldehyde (13-2, 0.609 g, 3.91 mmol), tert-butylcarbamate (0.550 g, 4.70 mmol), cesium carbonate (1.91 g, 5.87 mmol), tris(dibenzylideneacetone)dipalladium(0) (0.036 g, 0.040 mmol) and Xantphos (0.068 g, 0.030 mmol) were stirred in 10 mL of anhydrous dioxane under N2. The reaction was heated to 80° C. and after 18 hours the reaction was cooled to room temperature. The mixture was diluted with water and extracted 3× with EtOAc. The extracts were dried over Na2SO4, ...